From a dataset of the Open Reaction Database (ORD), a public repository of structured organic reaction records. describe an organic reaction: reactants, conditions, products, and yield Reactants: Cc1nc2ccccc2n1-c1nc(N2CCOCC2)c2nc(C=C3CCN(C(=O)OC(C)(C)C)CC3)n(C)c2n1, CCO. Yields the product Cc1nc2ccccc2n1-c1nc(N2CCOCC2)c2nc(CC3CCN(C(=O)OC(C)(C)C)CC3)n(C)c2n1. RXN SMILES: [CH3:1][n:2]1[c:3]2[n:4][c:5](-[n:31]3[c:32]([CH3:40])[n:33][c:34]4[c:35]3[cH:36][cH:37][cH:38][cH:39]4)[n:6][c:7]([N:25]3[CH2:26][CH2:27][O:28][CH2:29][CH2:30]3)[c:8]2[n:9][c:10]1[CH:11]=[C:12]1[CH2:13][CH2:14][N:15]([C:18](=[O:19])[O:20][C:21]([CH3:22])([CH3:23])[CH3:24])[CH2:16][CH2:17]1.[CH3:41][CH2:42][OH:43]>>[CH3:1][n:2]1[c:3]2[n:4][c:5](-[n:31]3[c:32]([CH3:40])[n:33][c:34]4[c:35]3[cH:36][cH:37][cH:38][cH:39]4)[n:6][c:7]([N:25]3[CH2:26][CH2:27][O:28][CH2:29][CH2:30]3)[c:8]2[n:9][c:10]1[CH2:11][CH:12]1[CH2:13][CH2:14][N:15]([C:18](=[O:19])[O:20][C:21]([CH3:22])([CH3:23])[CH3:24])[CH2:16][CH2:17]1. The reactants are SC1=C(C=CC=C1)S (dimercaptobenzene), [H-].[Na+] (sodium hydride), S(=O)(=O)(C1=CC=C(C)C=C1)OC(C(C)(C)C)OS(=O)(=O)C1=CC=C(C)C=C1 (2,2-dimethylpropanediol ditosylate), ice methanol. The solvent is CS(=O)C (dimethyl sulfoxide). Reaction conditions: time 1 hour. The product is CC1(CSC2=C(SC1)C=CC=C2)C (3,4-dihydro-3,3-dimethyl-2H-1,5-benzodithiepine). Yield: 63.1%. As a reaction SMILES: [SH:1][C:2]1[CH:7]=[CH:6][CH:5]=[CH:4][C:3]=1[SH:8].[H-].[Na+].S(O[CH:22](OS(C1C=CC(C)=CC=1)(=O)=O)[C:23]([CH3:26])([CH3:25])[CH3:24])(C1C=CC(C)=CC=1)(=O)=O>CS(C)=O>[CH3:22][C:23]1([CH3:26])[CH2:25][S:8][C:3]2[CH:4]=[CH:5][CH:6]=[CH:7][C:2]=2[S:1][CH2:24]1 |f:1.2|. Procedure: 15 g of dimercaptobenzene were slowly added dropwise while cooling to 5.55 g of sodium hydride (50% in mineral oil) in 150 ml of dimethyl sulfoxide, whereby the internal temperature was held between 15° and 23° C. Subsequently, the reaction mixture was stirred at room temperature for 1 hour and cooled with ice/methanol. Thereafter, 50 g of 2,2-dimethylpropanediol ditosylate in solid form were added in one portion and the reaction mixture was heated to 80° C. for 3 hours. Thereafter, the reaction... The reactants are Brc1cncnc1, Cc1ccc(N)c(C(=O)Nc2ccn(C)n2)n1. Product: Cc1ccc(Nc2cncnc2)c(C(=O)Nc2ccn(C)n2)n1. As a reaction SMILES: [Br:18][c:19]1[cH:20][n:21][cH:22][n:23][cH:24]1.[CH3:1][n:2]1[n:3][c:4]([NH:7][C:8](=[O:9])[c:10]2[n:11][c:12]([CH3:17])[cH:13][cH:14][c:15]2[NH2:16])[cH:5][cH:6]1>>[CH3:1][n:2]1[n:3][c:4]([NH:7][C:8](=[O:9])[c:10]2[n:11][c:12]([CH3:17])[cH:13][cH:14][c:15]2[NH:16][c:19]2[cH:20][n:21][cH:22][n:23][cH:24]2)[cH:5][cH:6]1. Reactants: COc1cc2c(cc1N1CC(C)N(C)C(C)C1)NCC2, C[Al](C)C, COC(=O)c1ccc(C2CCN(C)CC2)c2ccccc12, Cc1ccccc1. Yields the product COc1cc2c(cc1N1CC(C)N(C)C(C)C1)N(C(=O)c1ccc(C3CCN(C)CC3)c3ccccc13)CC2. RXN SMILES: [CH3:1][O:2][c:3]1[cH:4][c:5]2[c:9]([cH:10][c:11]1[N:12]1[CH2:13][CH:14]([CH3:20])[N:15]([CH3:19])[CH:16]([CH3:18])[CH2:17]1)[NH:8][CH2:7][CH2:6]2.[CH3:21][Al:22]([CH3:23])[CH3:24].[CH3:25][N:26]1[CH2:27][CH2:28][CH:29]([c:32]2[cH:33][cH:34][c:35]([C:42](=[O:43])[O:44][CH3:45])[c:36]3[cH:37][cH:38][cH:39][cH:40][c:41]23)[CH2:30][CH2:31]1.[CH3:46][c:47]1[cH:48][cH:49][cH:50][cH:51][cH:52]1>>[CH3:1][O:2][c:3]1[cH:4][c:5]2[c:9]([cH:10][c:11]1[N:12]1[CH2:13][CH:14]([CH3:20])[N:15]([CH3:19])[CH:16]([CH3:18])[CH2:17]1)[N:8]([C:42]([c:35]1[cH:34][cH:33][c:32]([CH:29]3[CH2:28][CH2:27][N:26]([CH3:25])[CH2:31][CH2:30]3)[c:41]3[c:36]1[cH:37][cH:38][cH:39][cH:40]3)=[O:43])[CH2:7][CH2:6]2.